From a dataset of the Open Reaction Database (ORD), a public repository of structured organic reaction records. describe an organic reaction: reactants, conditions, products, and yield Starting materials: NC1CC(N(C1)C1=CC(=C(C=C1)OC)F)=O (4-amino-1-(3-fluoro-4-methoxyphenyl)pyrrolidin-2-one), C(=O)([O-])[O-].[K+].[K+] (K2CO3), C(C1=CC=CC=C1)(=O)Cl (benzoyl chloride). Run in C(Cl)Cl (CH2Cl2). Run at time 16 hour. Yields the product FC=1C=C(C=CC1OC)N1CC(CC1=O)NC(C1=CC=CC=C1)=O (N-(1-(3-fluoro-4-methoxyphenyl)-5-oxopyrrolidin-3-yl)benzamide). RXN SMILES: [NH2:1][CH:2]1[CH2:6][N:5]([C:7]2[CH:12]=[CH:11][C:10]([O:13][CH3:14])=[C:9]([F:15])[CH:8]=2)[C:4](=[O:16])[CH2:3]1.C([O-])([O-])=O.[K+].[K+].[C:23](Cl)(=[O:30])[C:24]1[CH:29]=[CH:28][CH:27]=[CH:26][CH:25]=1>C(Cl)Cl>[F:15][C:9]1[CH:8]=[C:7]([N:5]2[C:4](=[O:16])[CH2:3][CH:2]([NH:1][C:23](=[O:30])[C:24]3[CH:29]=[CH:28][CH:27]=[CH:26][CH:25]=3)[CH2:6]2)[CH:12]=[CH:11][C:10]=1[O:13][CH3:14] |f:1.2.3|. Procedure details: To a mixture of 4-amino-1-(3-fluoro-4-methoxyphenyl)-pyrrolidin-2-one (Step 2, 0.8 g, 3.57 mmol) and K2CO3 (0.99 g, 7.14 mmol) in 20 mL of CH2Cl2 was added benzoyl chloride (0.75 g, 5.35 mmol). The reaction was stirred at RT for 16 h. The solid in the reaction was removed by filtration and the filtrate was diluted with 20 mL of CH2Cl2. The resulted solution was washed with 20 mL of satd. NaHCO3 followed by 20 mL of brine, dried over Na2SO4 and concentrated in vacuo. The residue was purified by c...